This data is from the Open Reaction Database (ORD), a public repository of structured organic reaction records. The task is: describe an organic reaction: reactants, conditions, products, and yield The reactants are C(C)(C)C1(C(N=C2N1C(C1=CC=CC=C21)=O)=O)C (2,5-dihydro-3-isopropyl-3-methyl-3H-imidazo[2,1-a]isoindole-2,5-dione), Cl (HCl), [BH4-].[Na+] (sodium borohydride), ice. Run in O1CCCC1 (tetrahydrofuran), C(C)O (ethanol). Reaction conditions: time 3 hour. Yields the product C(C)(C)C1(C(NC2N1C(C1=CC=CC=C21)=O)=O)C (1,9b-dihydro-3-isopropyl-3-methyl-5H-imidazo[2,1-a]isoindole-2(3H),5-dione). The yield is 88.7%. As a reaction SMILES: [BH4-].[Na+].[CH:3]([C:6]1([CH3:20])[N:10]2[C:11](=[O:18])[C:12]3[C:17]([C:9]2=[N:8][C:7]1=[O:19])=[CH:16][CH:15]=[CH:14][CH:13]=3)([CH3:5])[CH3:4].Cl>C(O)C.O1CCCC1>[CH:3]([C:6]1([CH3:20])[N:10]2[C:11](=[O:18])[C:12]3[C:17]([CH:9]2[NH:8][C:7]1=[O:19])=[CH:16][CH:15]=[CH:14][CH:13]=3)([CH3:5])[CH3:4] |f:0.1|. Reported procedure: To a stirred suspension of 10.4 g (0.274 mole) sodium borohydride in 164 ml absolute ethanol under nitrogen was added dropwise at 5° C a solution of 133.9 g (0.548 mole) of 2,5-dihydro-3-isopropyl-3-methyl-3H-imidazo[2,1-a]isoindole-2,5-dione in 155 ml tetrahydrofuran. After the addition, the mixture is stirred a further 3 hours at room temperature and then poured over 1070 g ice with stirring. The mixture is acidified with concentrated HCl and after stirring for 1.5 hours, the precipitate remov... Starting materials: CC(=O)[O-], [NH4+], O=C1OCC(c2ccccc2)=C1c1ccccc1. Product: O=C1NCC(c2ccccc2)=C1c1ccccc1. RXN SMILES: [CH3:20][C:21](=[O:22])[O-:23].[NH4+:19].[c:1]1([C:7]2=[C:11]([c:12]3[cH:13][cH:14][cH:15][cH:16][cH:17]3)[CH2:10][O:9][C:8]2=[O:18])[cH:2][cH:3][cH:4][cH:5][cH:6]1>>[c:1]1([C:7]2=[C:11]([c:12]3[cH:13][cH:14][cH:15][cH:16][cH:17]3)[CH2:10][NH:19][C:8]2=[O:9])[cH:2][cH:3][cH:4][cH:5][cH:6]1. Starting materials: Brc1cnc2c(c1)CC1(CN3CCC1CC3)O2, CCCC[Sn](CCCC)(CCCC)c1ccco1, COCCOC, CO, ClC(Cl)Cl, [Cl-], [Li+], Cc1ccccc1P(c1ccccc1C)c1ccccc1C. Product: c1coc(-c2cnc3c(c2)CC2(CN4CCC2CC4)O3)c1. As a reaction SMILES: [Br:1][c:2]1[cH:3][c:4]2[c:5]([n:6][cH:7]1)[O:8][C:9]1([CH2:10][N:11]3[CH2:12][CH2:13][CH:14]1[CH2:15][CH2:16]3)[CH2:17]2.[CH2:42]([Sn:43]([CH2:44][CH2:45][CH2:46][CH3:52])([c:47]1[o:48][cH:49][cH:50][cH:51]1)[CH2:53][CH2:54][CH2:55][CH3:56])[CH2:57][CH2:58][CH3:59].[CH3:60][O:61][CH2:62][CH2:63][O:64][CH3:65].[CH3:70][OH:71].[CH:66]([Cl:67])([Cl:68])[Cl:69].[Cl-:41].[Li+:40].[c:18]1([CH3:19])[cH:20][cH:21][cH:22][cH:23][c:24]1[P:25]([c:26]1[cH:27][cH:28][cH:29][cH:30][c:31]1[CH3:32])[c:33]1[cH:34][cH:35][cH:36][cH:37][c:38]1[CH3:39]>>[c:2]1(-[c:47]2[o:48][cH:49][cH:50][cH:51]2)[cH:3][c:4]2[c:5]([n:6][cH:7]1)[O:8][C:9]1([CH2:10][N:11]3[CH2:12][CH2:13][CH:14]1[CH2:15][CH2:16]3)[CH2:17]2. The reactants are ClCCCl, Cl, Nc1nc(-c2ccco2)c(C(=O)C2CCC(=O)CC2)s1, CN(C)C=O, O, O, O=C(O)c1ccncc1, On1nnc2ccccc21. Product: O=C1CCC(C(=O)c2sc(NC(=O)c3ccncc3)nc2-c2ccco2)CC1. RXN SMILES: [CH2:30]([Cl:31])[CH2:32][Cl:33].[ClH:34].[O:1]=[C:2]1[CH2:3][CH2:4][CH:5]([C:8](=[O:9])[c:10]2[c:11](-[c:16]3[o:17][cH:18][cH:19][cH:20]3)[n:12][c:13]([NH2:15])[s:14]2)[CH2:6][CH2:7]1.[O:46]=[CH:47][N:48]([CH3:49])[CH3:50].[OH2:35].[OH2:51].[OH:21][C:22](=[O:23])[c:24]1[cH:25][cH:26][n:27][cH:28][cH:29]1.[OH:36][n:37]1[c:38]2[cH:39][cH:40][cH:41][cH:42][c:43]2[n:44][n:45]1>>[O:1]=[C:2]1[CH2:3][CH2:4][CH:5]([C:8](=[O:9])[c:10]2[c:11](-[c:16]3[o:17][cH:18][cH:19][cH:20]3)[n:12][c:13]([NH:15][C:22](=[O:21])[c:24]3[cH:25][cH:26][n:27][cH:28][cH:29]3)[s:14]2)[CH2:6][CH2:7]1. Reactants: CCN=C=NCCCN(C)C, CN(C)c1ccncc1, Cl, Nc1ccc2oc(=O)[nH]c2c1, O=C(O)CC(=O)N1CCN(C(=O)c2ccccc2C(F)(F)F)CC1, CN(C)C=O, O, On1nnc2ccccc21. Product: O=C(CC(=O)N1CCN(C(=O)c2ccccc2C(F)(F)F)CC1)Nc1ccc2oc(=O)[nH]c2c1. As a reaction SMILES: [CH3:35][CH2:36][N:37]=[C:38]=[N:39][CH2:40][CH2:41][CH2:42][N:43]([CH3:44])[CH3:45].[CH3:58][N:59]([c:60]1[cH:61][cH:62][n:63][cH:64][cH:65]1)[CH3:66].[ClH:46].[NH2:47][c:48]1[cH:49][cH:50][c:51]2[c:52]([nH:53][c:54](=[O:56])[o:55]2)[cH:57]1.[O:11]=[C:12]([CH2:13][C:14](=[O:15])[OH:16])[N:17]1[CH2:18][CH2:19][N:20]([C:23]([c:24]2[c:25]([C:30]([F:31])([F:32])[F:33])[cH:26][cH:27][cH:28][cH:29]2)=[O:34])[CH2:21][CH2:22]1.[O:67]=[CH:68][N:69]([CH3:70])[CH3:71].[OH2:72].[OH:1][n:2]1[c:3]2[c:4]([cH:5][cH:6][cH:7][cH:8]2)[n:9][n:10]1>>[O:11]=[C:12]([CH2:13][C:14](=[O:15])[NH:47][c:48]1[cH:49][cH:50][c:51]2[c:52]([nH:53][c:54](=[O:56])[o:55]2)[cH:57]1)[N:17]1[CH2:18][CH2:19][N:20]([C:23]([c:24]2[c:25]([C:30]([F:31])([F:32])[F:33])[cH:26][cH:27][cH:28][cH:29]2)=[O:34])[CH2:21][CH2:22]1. RXN SMILES: [Br-:10].[CH2:11]([CH3:12])[Mg+:13].[CH2:15]1[O:16][CH2:17][CH2:18][CH2:19]1.[CH3:1][c:2]1[n:3][c:4]([C:8]#[N:9])[n:5][cH:6][cH:7]1.[CH3:20][CH:21]([CH3:22])[O-:23].[CH3:25][CH:26]([CH3:27])[O-:28].[CH3:29][CH:30]([CH3:31])[O-:32].[CH3:33][CH:34]([CH3:35])[O-:36].[OH2:14].[Ti+4:24]>>[CH3:1][c:2]1[n:3][c:4]([C:8]2([NH2:9])[CH2:11][CH2:12]2)[n:5][cH:6][cH:7]1. Reactants: [Br-], CC[Mg+], C1CCOC1, Cc1ccnc(C#N)n1, CC(C)[O-], CC(C)[O-], CC(C)[O-], CC(C)[O-], O, [Ti+4]. Product: Cc1ccnc(C2(N)CC2)n1.